This data is from the Open Reaction Database (ORD), a public repository of structured organic reaction records. The task is: describe an organic reaction: reactants, conditions, products, and yield Starting materials: F[B-](F)(F)F, C1CCNCC1, CCN(C(C)C)C(C)C, O=C(Cc1c(F)cccc1Cl)NC1CCC(n2cc(C(=O)O)nn2)CC1, CN(C)C=O, CN(C)C(On1nnc2ccccc21)=[N+](C)C. Yields the product O=C(Cc1c(F)cccc1Cl)NC1CCC(n2cc(C(=O)N3CCCCC3)nn2)CC1. RXN SMILES: [B-:33]([F:34])([F:35])([F:36])[F:37].[CH2:27]1[CH2:28][CH2:29][NH:30][CH2:31][CH2:32]1.[CH:55]([N:56]([CH2:57][CH3:58])[CH:59]([CH3:60])[CH3:61])([CH3:62])[CH3:63].[Cl:1][c:2]1[c:3]([CH2:9][C:10](=[O:11])[NH:12][CH:13]2[CH2:14][CH2:15][CH:16]([n:19]3[n:20][n:21][c:22]([C:24](=[O:25])[OH:26])[cH:23]3)[CH2:17][CH2:18]2)[c:4]([F:8])[cH:5][cH:6][cH:7]1.[O:64]=[CH:65][N:66]([CH3:67])[CH3:68].[n:38]1([O:39][C:40]([N:41]([CH3:42])[CH3:43])=[N+:44]([CH3:45])[CH3:46])[c:47]2[cH:48][cH:49][cH:50][cH:51][c:52]2[n:53][n:54]1>>[Cl:1][c:2]1[c:3]([CH2:9][C:10](=[O:11])[NH:12][CH:13]2[CH2:14][CH2:15][CH:16]([n:19]3[n:20][n:21][c:22]([C:24](=[O:25])[N:30]4[CH2:29][CH2:28][CH2:27][CH2:32][CH2:31]4)[cH:23]3)[CH2:17][CH2:18]2)[c:4]([F:8])[cH:5][cH:6][cH:7]1. The reactants are N#CC1CC(F)CN1C(=O)CNC12CCC(C(=O)O)(CC1)CC2, Nc1nnc(C23CC4CC(CC(C4)C2)C3)s1. Yields the product N#CC1CC(F)CN1C(=O)CNC12CCC(C(=O)Nc3nnc(C45CC6CC(CC(C6)C4)C5)s3)(CC1)CC2. Reaction SMILES: [C:1](=[O:2])([OH:3])[C:4]12[CH2:5][CH2:6][C:7]([NH:12][CH2:13][C:14](=[O:15])[N:16]3[CH:17]([C:22]#[N:23])[CH2:18][CH:19]([F:21])[CH2:20]3)([CH2:8][CH2:9]1)[CH2:10][CH2:11]2.[C:24]12([c:34]3[n:35][n:36][c:37]([NH2:39])[s:38]3)[CH2:25][CH:26]3[CH2:27][CH:28]([CH2:29][CH:30]([CH2:31]1)[CH2:32]3)[CH2:33]2>>[C:1](=[O:3])([C:4]12[CH2:5][CH2:6][C:7]([NH:12][CH2:13][C:14](=[O:15])[N:16]3[CH:17]([C:22]#[N:23])[CH2:18][CH:19]([F:21])[CH2:20]3)([CH2:8][CH2:9]1)[CH2:10][CH2:11]2)[NH:39][c:37]1[n:36][n:35][c:34]([C:24]23[CH2:25][CH:26]4[CH2:27][CH:28]([CH2:29][CH:30]([CH2:31]2)[CH2:32]4)[CH2:33]3)[s:38]1.